describe an organic reaction: reactants, conditions, products, and yield From a dataset of the Open Reaction Database (ORD), a public repository of structured organic reaction records. Reactants: Cl, C1COCCO1, CC(C)(C)OC(=O)N1CCN(c2cccc3cc(Oc4ccccc4)cnc23)CC1. The product is Cl, c1ccc(Oc2cnc3c(N4CCNCC4)cccc3c2)cc1. As a reaction SMILES: [ClH:31].[O:32]1[CH2:33][CH2:34][O:35][CH2:36][CH2:37]1.[c:1]1([O:7][c:8]2[cH:9][n:10][c:11]3[c:12]([N:18]4[CH2:19][CH2:20][N:21]([C:24]([O:25][C:26]([CH3:27])([CH3:28])[CH3:29])=[O:30])[CH2:22][CH2:23]4)[cH:13][cH:14][cH:15][c:16]3[cH:17]2)[cH:2][cH:3][cH:4][cH:5][cH:6]1>>[ClH:31].[c:1]1([O:7][c:8]2[cH:9][n:10][c:11]3[c:12]([N:18]4[CH2:19][CH2:20][NH:21][CH2:22][CH2:23]4)[cH:13][cH:14][cH:15][c:16]3[cH:17]2)[cH:2][cH:3][cH:4][cH:5][cH:6]1.